From a dataset of the Open Reaction Database (ORD), a public repository of structured organic reaction records. describe an organic reaction: reactants, conditions, products, and yield Reactants: C1=CC=CC2=C(C3=CC=CC=C3C(=C12)C=O)C=O (9,10-anthracenedicarboxaldehyde), Cl.Cl.N(N)C=1NCCN1 (2-hydrazino-2-imidazoline dihydrochloride). The solvent is C(CC)O (n-propanol). Product: bis(2-imidazolin-2-ylhydrazone), Cl.Cl.C1=CC=CC2=C(C3=CC=CC=C3C(=C12)C=O)C=O (9,10-anthracenedicarboxaldehyde, dihydrochloride). RXN SMILES: [CH:1]1[C:14]2[C:5](=[C:6]([CH:17]=[O:18])[C:7]3[C:12]([C:13]=2[CH:15]=[O:16])=[CH:11][CH:10]=[CH:9][CH:8]=3)[CH:4]=[CH:3][CH:2]=1.[ClH:19].Cl.N(C1NCCN=1)N>C(O)CC>[ClH:19].[ClH:19].[CH:8]1[C:7]2[C:12](=[C:13]([CH:15]=[O:16])[C:14]3[C:5]([C:6]=2[CH:17]=[O:18])=[CH:4][CH:3]=[CH:2][CH:1]=3)[CH:11]=[CH:10][CH:9]=1 |f:1.2.3,5.6.7|. Procedure: A suspension of 5.0 g of 9,10-anthracenedicarboxaldehyde and 7.8 g of 2-hydrazino-2-imidazoline dihydrochloride in 75 ml of n-propanol is refluxed for 2 hours. The mixture is cooled and the solid is collected giving bis(2-imidazolin-2-ylhydrazone) of 9,10-anthracenedicarboxaldehyde, dihydrochloride. Reactants: ClC(Cl)Cl, OCc1cccc(Oc2ccccc2)c1, O, O=S(Cl)Cl, c1ccncc1. Yields the product ClCc1cccc(Oc2ccccc2)c1. As a reaction SMILES: [CH:27]([Cl:28])([Cl:29])[Cl:30].[O:1]([c:2]1[cH:3][cH:4][cH:5][cH:6][cH:7]1)[c:8]1[cH:9][c:10]([CH2:11][OH:12])[cH:13][cH:14][cH:15]1.[OH2:26].[S:22]([Cl:23])([Cl:24])=[O:25].[cH:16]1[cH:17][cH:18][n:19][cH:20][cH:21]1>>[O:1]([c:2]1[cH:3][cH:4][cH:5][cH:6][cH:7]1)[c:8]1[cH:9][c:10]([CH2:11][Cl:24])[cH:13][cH:14][cH:15]1. As a reaction SMILES: Br[C:2]1[CH:7]=[CH:6][CH:5]=[C:4]([O:8][CH:9]([CH3:11])[CH3:10])[N:3]=1.C([Sn](CCCC)(CCCC)[C:17]1[N:21]2[CH:22]=[CH:23][C:24]([C:26]([F:29])([F:28])[F:27])=[N:25][C:20]2=[N:19][CH:18]=1)CCC>>[CH:9]([O:8][C:4]1[N:3]=[C:2]([C:17]2[N:21]3[CH:22]=[CH:23][C:24]([C:26]([F:27])([F:28])[F:29])=[N:25][C:20]3=[N:19][CH:18]=2)[CH:7]=[CH:6][CH:5]=1)([CH3:11])[CH3:10]. Reported procedure: 2-Bromo-6-isopropoxypyridine (0.32 g, 1.58 mmol) was coupled to 3-tributylstannyl-7-trifluoromethylimidazo[1,2-α]pyrimidine (1.13 mmol) by the method of Example 1. Purification by chromatography on silica gel eluting with isohexane on a gradient of ethyl acetate (20-40%) and trituration with isohexane gave 3-(6-isopropoxypyridin-2-yl)-7-(trifluoromethyl)imidazo[1,2-α]pyrimidine (130 mg) as a pale yellow solid: δH (400 MHz, CDCl3) 1.45 (6H, d, J 6), 5.29 (1H, quin, J 6), 6.69 (1H, d, J 8), 7.34 (... The yield is 35.7%. Yields the product C(C)(C)OC1=CC=CC(=N1)C1=CN=C2N1C=CC(=N2)C(F)(F)F (3-(6-isopropoxypyridin-2-yl)-7-(trifluoromethyl)imidazo[1,2-α]pyrimidine). Starting materials: BrC1=NC(=CC=C1)OC(C)C (2-Bromo-6-isopropoxypyridine), C(CCC)[Sn](C1=CN=C2N1C=CC(=N2)C(F)(F)F)(CCCC)CCCC (3-tributylstannyl-7-trifluoromethylimidazo[1,2-α]pyrimidine).